Dataset: the Open Reaction Database (ORD), a public repository of structured organic reaction records. Task: describe an organic reaction: reactants, conditions, products, and yield Reactants: [OH-].[Na+] (NaOH), [N+](=O)([O-])C1=C(C(=O)OC)C=CC(=C1)C(=O)OC (di-methyl nitroterephthalate). The solvent is O1CCOCC1 (dioxane), O (water). Reaction conditions: time 8 hour. The product is C(=O)(O)C=1C=CC(=C(C1)[N+](=O)[O-])C(=O)OC (5-carboxy-2-methoxycarbonyl-nitrobenzene). Yield: 71684.0%. RXN SMILES: [OH-].[Na+].[N+:3]([C:6]1[CH:15]=[C:14]([C:16]([O:18]C)=[O:17])[CH:13]=[CH:12][C:7]=1[C:8]([O:10][CH3:11])=[O:9])([O-:5])=[O:4]>O1CCOCC1.O>[C:16]([C:14]1[CH:13]=[CH:12][C:7]([C:8]([O:10][CH3:11])=[O:9])=[C:6]([N+:3]([O-:5])=[O:4])[CH:15]=1)([OH:18])=[O:17] |f:0.1|. Reported procedure: 1N NaOH (50 mL) was slowly added dropwise at room temperature over 30 min to a stirred solution of di-methyl nitroterephthalate (12 g, 0.05 mmol) in dioxane (100 mL). After stirring overnight at room temperature the reaction was diluted with water, washed with ether, acidified with 1N HCl (50 mL) and extracted with ethyl acetate. After drying the ethyl acetate phase (MgSO4) and evaporation, the resulting residue was purified by flash chromatography (silica gel, 98:2:0.1 CHCl3 :MeOH:HOAc) to yiel... Reactants: ClC=1C(=C(C(=C2C1C(=O)OC2=O)Cl)Cl)Cl (tetrachlorophthalic anhydride), [OH-].[Na+] (NaOH). Reagents/catalysts: [Zn] (Zinc). Solvent: O (water). Conditions: temperature 55 celsius, time 45 minute. The product is ClC1=C(C(C(=O)O)=C(C=C1Cl)Cl)C(=O)O (3,4,6-Trichlorophthalic Acid). Isolated yield 88534.9%. Reaction SMILES: [Cl:1][C:2]1[C:3](Cl)=[C:4]([Cl:14])[C:5]([Cl:13])=[C:6]2[C:11](=[O:12])[O:10][C:8](=[O:9])[C:7]=12.[OH-:16].[Na+]>O.[Zn]>[Cl:13][C:5]1[C:4]([Cl:14])=[CH:3][C:2]([Cl:1])=[C:7]([C:8]([OH:9])=[O:16])[C:6]=1[C:11]([OH:10])=[O:12] |f:1.2|. Reported procedure: This compound was prepared by modifications to the literature method of Syn. Lett., 1990, 339. A mixture of 3,4,5,6-tetrachlorphthalic anhydride (19) (Aldrich Chemical Co., 100 g, 0.35 mmol) and NaOH (50.0 g, 1.25 mmol) in water (1000 mL) was stirred at 50-60° C. (bath) for 45 min under a nitrogen atmosphere. Zinc dust (70.0 g, 1.07 mmol) was then added portionwise over 10 min, and the mixture was stirred at 70-80° C. for a further 6 h. The reaction was cooled to room temperature and filtered th... Starting materials: Nc1nc(Cl)cc(C(F)(F)F)n1, Cl, Nc1ccc(Oc2ccnc3[nH]cc(CCO)c23)c(F)c1, [Na+], [OH-], O. Product: Nc1nc(Nc2ccc(Oc3ccnc4[nH]cc(CCO)c34)c(F)c2)cc(C(F)(F)F)n1. RXN SMILES: [Cl:22][c:23]1[n:24][c:25]([NH2:33])[n:26][c:27]([C:29]([F:30])([F:31])[F:32])[cH:28]1.[ClH:34].[NH2:1][c:2]1[cH:3][c:4]([F:21])[c:5]([O:6][c:7]2[c:8]3[c:9]([n:10][cH:11][cH:12]2)[nH:13][cH:14][c:15]3[CH2:16][CH2:17][OH:18])[cH:19][cH:20]1.[Na+:36].[OH-:35].[OH2:37]>>[NH:1]([c:2]1[cH:3][c:4]([F:21])[c:5]([O:6][c:7]2[c:8]3[c:9]([n:10][cH:11][cH:12]2)[nH:13][cH:14][c:15]3[CH2:16][CH2:17][OH:18])[cH:19][cH:20]1)[c:23]1[n:24][c:25]([NH2:33])[n:26][c:27]([C:29]([F:30])([F:31])[F:32])[cH:28]1.